The task is: describe an organic reaction: reactants, conditions, products, and yield. This data is from the Open Reaction Database (ORD), a public repository of structured organic reaction records. The reactants are P(=O)(Cl)(Cl)Cl (phosphorus oxychloride), C(CCCCCCCCCC)C=1NC2=CC=C(C=C2C1)C(=O)OC (methyl 2-(n-undecyl)indole-5-carboxylate), CN(C=O)C (dimethylformamide), CN(C=O)C (dimethylformamide), [OH-].[Na+] (sodium hydroxide), O (water). Solvent: C(C)(=O)O (acetic acid). Run at time 2 hour. Yields the product C(=O)C1=C(NC2=CC=C(C=C12)C(=O)OC)CCCCCCCCCCC (methyl 3-formyl-2-(n-undecyl)indole-5-carboxylate). Reaction SMILES: P(Cl)(Cl)(Cl)=O.[CH2:6]([C:17]1[NH:18][C:19]2[C:24]([CH:25]=1)=[CH:23][C:22]([C:26]([O:28][CH3:29])=[O:27])=[CH:21][CH:20]=2)[CH2:7][CH2:8][CH2:9][CH2:10][CH2:11][CH2:12][CH2:13][CH2:14][CH2:15][CH3:16].O.[OH-].[Na+].CN(C)[CH:35]=[O:36]>C(O)(=O)C>[CH:35]([C:25]1[C:24]2[C:19](=[CH:20][CH:21]=[C:22]([C:26]([O:28][CH3:29])=[O:27])[CH:23]=2)[NH:18][C:17]=1[CH2:6][CH2:7][CH2:8][CH2:9][CH2:10][CH2:11][CH2:12][CH2:13][CH2:14][CH2:15][CH3:16])=[O:36] |f:3.4|. Reported procedure: A solution of phosphorus oxychloride (21.5 ml) in dimethylformamide (80 ml) was added to a solution of methyl 2-(n-undecyl)indole-5-carboxylate (36.9 g) in dimethylformamide (320 ml) and the mixture was stirred at a temperature of 60°-70° C. for 2 hours. After cooling the mixture was poured into water (500 ml). An aqueous solution of sodium hydroxide (50% w/v) was added to the mixture to adjust the pH to 12. Glacial acetic acid was then added to the stirred mixture to readjust the pH to 5. The r... Starting materials: Example 52, C(C)NCC (diethylamine), FC(C(=O)O)(F)F.NC1=NC=CC2=CC(=CC=C12)NC(C(=O)N(C)CC1=CC=CC=C1)C1=CC(=C(C=C1)OC(C)C)OCC (2-(1-Aminoisoquinolin-6-ylamino)-N-benzyl-2-(3-ethoxy-4-isopropoxyphenyl)-N-methylacetamide trifluoroacetic acid salt), C(C)O.CO (ethanol methanol). The solvent is CCCCCCC (heptane). Conditions: time 26 minute. The product is FC(C(=O)O)(F)F.NC1=NC=CC2=CC(=CC=C12)N[C@@H](C(=O)N(C)CC1=CC=CC=C1)C1=CC(=C(C=C1)OC(C)C)OCC ((R)-2-(1-aminoisoquinolin-6-ylamino)-N-benzyl-2-(3-ethoxy-4-isopropoxyphenyl)-N-methylacetamide trifluoroacetic acid salt). RXN SMILES: [F:1][C:2]([F:7])([F:6])[C:3]([OH:5])=[O:4].[NH2:8][C:9]1[C:18]2[C:13](=[CH:14][C:15]([NH:19][CH:20]([C:32]3[CH:37]=[CH:36][C:35]([O:38][CH:39]([CH3:41])[CH3:40])=[C:34]([O:42][CH2:43][CH3:44])[CH:33]=3)[C:21]([N:23]([CH2:25][C:26]3[CH:31]=[CH:30][CH:29]=[CH:28][CH:27]=3)[CH3:24])=[O:22])=[CH:16][CH:17]=2)[CH:12]=[CH:11][N:10]=1.C(O)C.CO.C(NCC)C>CCCCCCC>[F:1][C:2]([F:7])([F:6])[C:3]([OH:5])=[O:4].[NH2:8][C:9]1[C:18]2[C:13](=[CH:14][C:15]([NH:19][C@H:20]([C:32]3[CH:37]=[CH:36][C:35]([O:38][CH:39]([CH3:41])[CH3:40])=[C:34]([O:42][CH2:43][CH3:44])[CH:33]=3)[C:21]([N:23]([CH2:25][C:26]3[CH:27]=[CH:28][CH:29]=[CH:30][CH:31]=3)[CH3:24])=[O:22])=[CH:16][CH:17]=2)[CH:12]=[CH:11][N:10]=1 |f:0.1,2.3,6.7|. Reported procedure: Example 52 (34 mg) was separated from the racemic mixture (80 mg) of Example 51 using a preparative HPLC equipped with a Chiralpak® AD column (5 cm×50 cm, 20μ). The separations were performed using an isocratic method of 95% 1:1 ethanol/methanol, 5% heptane with 0.1% diethylamine for 120 min with a flow rate of 50 mL/min. Retention time for Example 52 was 26 min. Retention time for the other isomer (32 mg) was 90 min. 1H NMR (400 MHz, Methanol-d4) δ ppm 1.33 (m, 9H) 3.01 (m, 3H) 3.98 (m, 2H) 4.5... Product: CC1=C(C=CC=C1)SC1=CC(=CO1)C(=O)O (5-(2-Methylphenylthio)furan-3-carboxylic Acid). Solvent: CN(C=O)C (dimethylformamide), CN(C=O)C (dimethylformamide). Procedure: In an open flask cuprous oxide (2.25 g., 15.7 mmoles) and o-toluenethiol (3.89 g., 31.4 mmoles) were combined in 40 ml. of dimethylformamide and heated in a 150° C. oil bath until a thick yellow mixture formed. The mixture was cooled slightly and 5-bromofuran-3-carboxylic acid [3.0 g., 15.7 mmoles; Gilman and Burtner, J. Am. Chem. Soc. 55, 2903 (1933)] in 40 ml. of dimethylformamide added. The mixture was heated in a 175° C. oil bath for approximately 16 hours. The reaction mixture was cooled, s... Run at temperature 175 celsius. Reaction SMILES: [C:1]1([CH3:8])[C:2]([SH:7])=[CH:3][CH:4]=[CH:5][CH:6]=1.Br[C:10]1[O:14][CH:13]=[C:12]([C:15]([OH:17])=[O:16])[CH:11]=1>CN(C)C=O>[CH3:8][C:1]1[CH:6]=[CH:5][CH:4]=[CH:3][C:2]=1[S:7][C:10]1[O:14][CH:13]=[C:12]([C:15]([OH:17])=[O:16])[CH:11]=1. Starting materials: cuprous oxide, C=1(C(=CC=CC1)S)C (o-toluenethiol), BrC1=CC(=CO1)C(=O)O (5-bromofuran-3-carboxylic acid). Reactants: FC1=C(C(=CC(=C1F)OCC)C)C=CC1CCC(CC1)CCC (1-(2,3-difluoro-4-ethoxy-6-methylphenyl)-2-(4-propylcyclohexyl)ethene), [H][H] (hydrogen). Reagents/catalysts: [Pd] (Pd/C). Solvent: C1(=CC=CC=C1)C (toluene). The product is FC1=C(C(=CC(=C1F)OCC)C)CCC1CCC(CC1)CCC (1-(2,3-difluoro-4-ethoxy-6-methylphenyl)-2-(4-propylcyclohexyl)ethane). As a reaction SMILES: [F:1][C:2]1[C:7]([F:8])=[C:6]([O:9][CH2:10][CH3:11])[CH:5]=[C:4]([CH3:12])[C:3]=1[CH:13]=[CH:14][CH:15]1[CH2:20][CH2:19][CH:18]([CH2:21][CH2:22][CH3:23])[CH2:17][CH2:16]1.[H][H]>C1(C)C=CC=CC=1.[Pd]>[F:1][C:2]1[C:7]([F:8])=[C:6]([O:9][CH2:10][CH3:11])[CH:5]=[C:4]([CH3:12])[C:3]=1[CH2:13][CH2:14][CH:15]1[CH2:20][CH2:19][CH:18]([CH2:21][CH2:22][CH3:23])[CH2:17][CH2:16]1. Procedure details: 0.1 g of Pd/C was added to the compound 1-1-3-17 having been dissolved in 20 mL of toluene and 20 mL of Solmix, and under a hydrogen atmosphere, the mixture was stirred at room temperature until hydrogen was not absorbed. Pd/C was removed, and the solvent was distilled off. The residue was purified by silica gel column chromatography and recrystallization to obtain 2.01 g of 1-(2,3-difluoro-4-ethoxy-6-methylphenyl)-2-(4-propylcyclohexyl)ethane (Compound 1-2-3-4) as colorless crystals.